The task is: describe an organic reaction: reactants, conditions, products, and yield. This data is from the Open Reaction Database (ORD), a public repository of structured organic reaction records. Reaction SMILES: [Br:1][c:2]1[cH:3][c:4]([NH:24][CH2:25][CH:26]([CH2:27][CH3:28])[c:29]2[cH:30][cH:31][cH:32][cH:33][cH:34]2)[c:5]([C:6](=[O:7])[OH:8])[cH:9][c:10]1[S:11]([NH:12][CH2:13][c:14]1[cH:15][c:16]([Cl:21])[c:17]([F:20])[cH:18][cH:19]1)(=[O:22])=[O:23].[CH3:79][c:80]1[cH:81][cH:82][cH:83][cH:84][cH:85]1.[CH3:86][OH:87].[Na+:64].[Na+:65].[O-:66][C:67](=[O:68])[O-:69].[O-:71][C:72]([CH3:73])=[O:74].[O-:75][C:76]([CH3:77])=[O:78].[Pd+2:70].[c:35]1([CH3:44])[cH:36][cH:37][c:38]([B:41]([OH:42])[OH:43])[cH:39][cH:40]1.[c:45]1([P:46]([c:47]2[cH:48][cH:49][cH:50][cH:51][cH:52]2)[c:53]2[cH:54][cH:55][cH:56][cH:57][cH:58]2)[cH:59][cH:60][cH:61][cH:62][cH:63]1>>[c:2]1(-[c:38]2[cH:37][cH:36][c:35]([CH3:44])[cH:40][cH:39]2)[cH:3][c:4]([NH:24][CH2:25][CH:26]([CH2:27][CH3:28])[c:29]2[cH:30][cH:31][cH:32][cH:33][cH:34]2)[c:5]([C:6](=[O:7])[OH:8])[cH:9][c:10]1[S:11]([NH:12][CH2:13][c:14]1[cH:15][c:16]([Cl:21])[c:17]([F:20])[cH:18][cH:19]1)(=[O:22])=[O:23]. The product is CCC(CNc1cc(-c2ccc(C)cc2)c(S(=O)(=O)NCc2ccc(F)c(Cl)c2)cc1C(=O)O)c1ccccc1. The reactants are CCC(CNc1cc(Br)c(S(=O)(=O)NCc2ccc(F)c(Cl)c2)cc1C(=O)O)c1ccccc1, Cc1ccccc1, CO, [Na+], [Na+], O=C([O-])[O-], CC(=O)[O-], CC(=O)[O-], [Pd+2], Cc1ccc(B(O)O)cc1, c1ccc(P(c2ccccc2)c2ccccc2)cc1. Run in N1=CC=CC=C1 (pyridine). Procedure: Compound 6 (3.70 g) was dissolved in pyridine (100 mL), and N,N-diethylglycin sodium salt (7.66 g) was added to the solution, followed by stirring at room temperature for 1 hour. Subsequently, p-toluenesulfonyl chloride (9.43 g) was added to the mixture, followed by stirring under reflux for 12 hours. After completion of reaction, the solvent was evaporated under reduced pressure. Chloroform (1,000 mL) was added to the residue, and the mixture was washed with water three times. The pH of the aqu... RXN SMILES: [CH3:1][O:2][C:3]1[CH:4]=[C:5](/[C:11](=[CH:14]/[C:15]2[S:16][C:17]([N:20]3[CH2:25][CH2:24][CH:23]([OH:26])[CH2:22][CH2:21]3)=[CH:18][CH:19]=2)/[C:12]#[N:13])[CH:6]=[CH:7][C:8]=1[O:9][CH3:10].[Na+].[CH2:28]([N:30]([CH2:35][CH3:36])[CH2:31][C:32]([O-])=[O:33])[CH3:29].C1(C)C=CC(S(Cl)(=O)=O)=CC=1>N1C=CC=CC=1>[CH2:28]([N:30]([CH2:31][C:32]([O:26][CH:23]1[CH2:22][CH2:21][N:20]([C:17]2[S:16][C:15](/[CH:14]=[C:11](\[C:12]#[N:13])/[C:5]3[CH:6]=[CH:7][C:8]([O:9][CH3:10])=[C:3]([O:2][CH3:1])[CH:4]=3)=[CH:19][CH:18]=2)[CH2:25][CH2:24]1)=[O:33])[CH2:35][CH3:36])[CH3:29] |f:1.2|. Run at time 1 hour. Starting materials: [Na+].C(C)N(CC(=O)[O-])CC (N,N-diethylglycin sodium salt), COC=1C=C(C=CC1OC)/C(/C#N)=C/C=1SC(=CC1)N1CCC(CC1)O ((Z)-2-(3,4-dimethoxy-phenyl)-3-[5-(4-hydroxy-piperidin-1-yl)-thiophen-2-yl]-acrylonitrile), C1(=CC=C(C=C1)S(=O)(=O)Cl)C (p-toluenesulfonyl chloride). Yields the product C(C)N(CC)CC(=O)OC1CCN(CC1)C=1SC(=CC1)\C=C(\C1=CC(=C(C=C1)OC)OC)/C#N (1-[5-[(Z)-2-cyano-2-(3,4-dimethoxy-phenyl)-vinyl]-thiophen-2-yl]-piperidin-4-yl diethylamino-acetate). Yield: 74.9%. The reactants are C1CCOC1, [Li+], COC(=O)c1ccc(OC(=O)C2CCOCC2)cc1OC, [OH-], O, O. Product: COc1cc(OC(=O)C2CCOCC2)ccc1C(=O)O. Reaction SMILES: [CH2:26]1[O:27][CH2:28][CH2:29][CH2:30]1.[Li+:24].[O:1]1[CH2:2][CH2:3][CH:4]([C:7](=[O:8])[O:9][c:10]2[cH:11][c:12]([O:20][CH3:21])[c:13]([C:14](=[O:15])[O:16][CH3:17])[cH:18][cH:19]2)[CH2:5][CH2:6]1.[OH-:23].[OH2:22].[OH2:25]>>[O:1]1[CH2:2][CH2:3][CH:4]([C:7](=[O:8])[O:9][c:10]2[cH:11][c:12]([O:20][CH3:21])[c:13]([C:14](=[O:15])[OH:16])[cH:18][cH:19]2)[CH2:5][CH2:6]1. Starting materials: C(C)OC(C(CC#N)N1CCCCC1)=O (3-cyano-2-piperidin-1-yl-propionic acid ethyl ester), PtO2 hydrate, N#N (N2). Run in CO (methanol). Conditions: temperature 50 celsius, time 16 hour. Product: N1(CCCCC1)C1C(NCC1)=O (3-Piperidin-1-yl-pyrrolidin-2-one). Isolated yield 58.9%. Reaction SMILES: C([O:3][C:4](=O)[CH:5]([N:9]1[CH2:14][CH2:13][CH2:12][CH2:11][CH2:10]1)[CH2:6][C:7]#[N:8])C.N#N>CO>[N:9]1([CH:5]2[CH2:6][CH2:7][NH:8][C:4]2=[O:3])[CH2:14][CH2:13][CH2:12][CH2:11][CH2:10]1. Procedure details: Purge a mixture of 3-cyano-2-piperidin-1-yl-propionic acid ethyl ester (2.36 g, 11.2 mmol) and PtO2 hydrate (0.400 g) in methanol (40 mL) with N2 and stir under 50 psi of H2 at 50° C. for 16 hours. Cool the reaction and filter through hyflo. Remove the solvent from the filtrate in vacuo to afford crude product and purify with a 0 to 10% methanol in CH2Cl2 gradient to afford 1.11 g (59%) of the titled product. Rf=0.18 (9/1 CH2Cl2/methanol). ES MS (m/z): 169 (M+). Reactants: [C-]#N, C1CCOC1, COc1ccc(CN(Cc2ccc(OC)cc2)c2nc(C)nc(-c3cc(C=O)cnc3Nc3cnc(OC)c(F)c3)n2)cc1, OC1CCNCC1, [Na+], N#C[Na]. As a reaction SMILES: [C-:55]#[N:56].[CH2:58]1[O:59][CH2:60][CH2:61][CH2:62]1.[CH3:1][O:2][c:3]1[cH:4][cH:5][c:6]([CH2:7][N:8]([c:9]2[n:10][c:11](-[c:16]3[c:17]([NH:24][c:25]4[cH:26][n:27][c:28]([O:32][CH3:33])[c:29]([F:31])[cH:30]4)[n:18][cH:19][c:20]([CH:21]=[O:22])[cH:23]3)[n:12][c:13]([CH3:15])[n:14]2)[CH2:34][c:35]2[cH:36][cH:37][c:38]([O:41][CH3:42])[cH:39][cH:40]2)[cH:43][cH:44]1.[NH:48]1[CH2:49][CH2:50][CH:51]([OH:54])[CH2:52][CH2:53]1.[Na+:57].[Na:45][C:46]#[N:47]>>[CH3:1][O:2][c:3]1[cH:4][cH:5][c:6]([CH2:7][N:8]([c:9]2[n:10][c:11](-[c:16]3[c:17]([NH:24][c:25]4[cH:26][n:27][c:28]([O:32][CH3:33])[c:29]([F:31])[cH:30]4)[n:18][cH:19][c:20]([C:21](=[O:22])[N:48]4[CH2:49][CH2:50][CH:51]([OH:54])[CH2:52][CH2:53]4)[cH:23]3)[n:12][c:13]([CH3:15])[n:14]2)[CH2:34][c:35]2[cH:36][cH:37][c:38]([O:41][CH3:42])[cH:39][cH:40]2)[cH:43][cH:44]1. Yields the product COc1ccc(CN(Cc2ccc(OC)cc2)c2nc(C)nc(-c3cc(C(=O)N4CCC(O)CC4)cnc3Nc3cnc(OC)c(F)c3)n2)cc1.